describe an organic reaction: reactants, conditions, products, and yield From a dataset of the Open Reaction Database (ORD), a public repository of structured organic reaction records. Isolated yield 46.4%. Reaction conditions: temperature 70 celsius, time 1 hour. Reagents/catalysts: [I-].C(CCC)[N+](CCCC)(CCCC)CCCC (tetrabutylammonium iodide). Reactants: CS(=O)[O-].[Na+] (Sodium methanesulfinate), BrC=1C=CC(=NC1)CCO (2-(5-bromopyridin-2-yl)ethanol), C1(=CC=CC=C1)P(C1=CC=CC=C1)C1=CC=CC=C1 (triphenylphosphine), BrN1C(CCC1=O)=O (N-bromosuccinimide). Solvent: CN(C=O)C (dimethylformamide), C(C)(=O)OCC (ethyl acetate). Procedure details: The product of Step 1 of Example 6 (940 mg, 4.65 mmol) in dimethylformamide (5 mL) at 5° C. is treated with triphenylphosphine (1710 mg, 6.5 mmol) and N-bromosuccinimide (1.24 g, 7.0 mmol) then stirred for 1 hour. Sodium methanesulfinate (980 mg, 9.3 mmol) and tetrabutylammonium iodide (175 mg, 0.45 mmol) are added and the mixture heated at 70° C. for 1 hour then cooled to room temperature, diluted with ethyl acetate (25 mL), washed with water (25 mL) and brine (25 mL), dried over MgSO4, filtere... Product: BrC=1C=CC(=NC1)CCS(=O)(=O)C (5-bromo-2-(2-(methylsulfonyl)ethyl)pyridine). RXN SMILES: [Br:1][C:2]1[CH:3]=[CH:4][C:5]([CH2:8][CH2:9]O)=[N:6][CH:7]=1.C1(P(C2C=CC=CC=2)C2C=CC=CC=2)C=CC=CC=1.BrN1C(=O)CCC1=O.[CH3:38][S:39]([O-:41])=[O:40].[Na+]>CN(C)C=O.[I-].C([N+](CCCC)(CCCC)CCCC)CCC.C(OCC)(=O)C>[Br:1][C:2]1[CH:3]=[CH:4][C:5]([CH2:8][CH2:9][S:39]([CH3:38])(=[O:41])=[O:40])=[N:6][CH:7]=1 |f:3.4,6.7|. Starting materials: CCN=C=NCCCN(C)C, CCN(C(C)C)C(C)C, O=C(O)c1cc2cc(Cl)ncc2[nH]1, NCC(O)c1cccnc1, CN(C)C=O, On1nnc2ccccc21. Yields the product O=C(NCC(O)c1cccnc1)c1cc2cc(Cl)ncc2[nH]1. RXN SMILES: [CH3:43][CH2:44][N:45]=[C:46]=[N:47][CH2:48][CH2:49][CH2:50][N:51]([CH3:52])[CH3:53].[CH:34]([N:35]([CH2:36][CH3:37])[CH:38]([CH3:39])[CH3:40])([CH3:41])[CH3:42].[Cl:1][c:2]1[cH:3][c:4]2[c:5]([cH:6][n:7]1)[nH:8][c:9]([C:11](=[O:12])[OH:13])[cH:10]2.[NH2:14][CH2:15][CH:16]([OH:17])[c:18]1[cH:19][n:20][cH:21][cH:22][cH:23]1.[O:54]=[CH:55][N:56]([CH3:57])[CH3:58].[OH:24][n:25]1[c:26]2[c:27]([cH:28][cH:29][cH:30][cH:31]2)[n:32][n:33]1>>[Cl:1][c:2]1[cH:3][c:4]2[c:5]([cH:6][n:7]1)[nH:8][c:9]([C:11](=[O:13])[NH:14][CH2:15][CH:16]([OH:17])[c:18]1[cH:19][n:20][cH:21][cH:22][cH:23]1)[cH:10]2. Starting materials: ClCCCOC1=CC2=CC(=CC=C2C=C1)OCCCCl (2,7-bis(3-chloropropyloxy)naphthalene), COC1=CC=C(C=C1)N (p-anisidine). The solvent is CS(=O)C (DMSO). Run at temperature 140 celsius. Product: COC1=CC=C(C=C1)NCCCOC1=CC2=CC(=CC=C2C=C1)OCCCNC1=CC=C(C=C1)OC (2,7-Bis[3-(4-methoxyphenylamino)propyloxy]naphthalene). RXN SMILES: Cl[CH2:2][CH2:3][CH2:4][O:5][C:6]1[CH:15]=[CH:14][C:13]2[C:8](=[CH:9][C:10]([O:16][CH2:17][CH2:18][CH2:19]Cl)=[CH:11][CH:12]=2)[CH:7]=1.[CH3:21][O:22][C:23]1[CH:28]=[CH:27][C:26]([NH2:29])=[CH:25][CH:24]=1>CS(C)=O>[CH3:21][O:22][C:23]1[CH:28]=[CH:27][C:26]([NH:29][CH2:2][CH2:3][CH2:4][O:5][C:6]2[CH:15]=[CH:14][C:13]3[C:8](=[CH:9][C:10]([O:16][CH2:17][CH2:18][CH2:19][NH:29][C:26]4[CH:27]=[CH:28][C:23]([O:22][CH3:21])=[CH:24][CH:25]=4)=[CH:11][CH:12]=3)[CH:7]=2)=[CH:25][CH:24]=1. Procedure details: A mixture of 2,7-bis(3-chloropropyloxy)naphthalene (1 gm, 0.003 mole) and p-anisidine (1.17 gm, 0.005 mole) were taken in 60 ml dry DMSO. It was refluxed at 140° C. for 12 hrs the completion of the reaction was checked by TLC. The reaction mixture was poured into distilled water (80 ml) and extracted with ethyl acetate thrice. The organic layer was separated and concentrated to get oily compound which was further crystallized by benzene hexane to get the desired compound as solid, m.p. 127° C., ...